This data is from the Open Reaction Database (ORD), a public repository of structured organic reaction records. The task is: describe an organic reaction: reactants, conditions, products, and yield The reactants are C(C)(C)(C)[Li] (t-butyl lithium), C(C)N(C1=CC=C(C=C1)Br)CCCCCCOC1OCCCC1 (N-ethyl-N-[6-(tetrahydropyran-2-yl)oxyhexyl]-4-bromoaniline), CN(C=O)C (N,N-dimethylformamide). Solvent: O1CCCC1 (tetrahydrofuran). Reaction conditions: temperature -78 celsius, time 1 hour. Yields the product C(C)N(C1=CC=C(C=C1)C=O)CCCCCCOC1OCCCC1 (N-ethyl-N-[6-(tetrahydropyran-2-yl)oxyhexyl]-4-formylaniline). The yield is 80.0%. RXN SMILES: [CH2:1]([N:3]([CH2:11][CH2:12][CH2:13][CH2:14][CH2:15][CH2:16][O:17][CH:18]1[CH2:23][CH2:22][CH2:21][CH2:20][O:19]1)[C:4]1[CH:9]=[CH:8][C:7](Br)=[CH:6][CH:5]=1)[CH3:2].C([Li])(C)(C)C.CN(C)[CH:31]=[O:32]>O1CCCC1>[CH2:1]([N:3]([CH2:11][CH2:12][CH2:13][CH2:14][CH2:15][CH2:16][O:17][CH:18]1[CH2:23][CH2:22][CH2:21][CH2:20][O:19]1)[C:4]1[CH:9]=[CH:8][C:7]([CH:31]=[O:32])=[CH:6][CH:5]=1)[CH3:2]. Reported procedure: 50.0 g (130 mmols) of N-ethyl-N-[6-(tetrahydropyran-2-yl)oxyhexyl]-4-bromoaniline was dissolved in 180 ml of anhydrous tetrahydrofuran in an atmosphere of argon, and the solution obtained was cooled to -78° C. To the reaction solution obtained, 174.4 ml (2.2-fold equivalent weight) of t-butyl lithium (1.64 M, n-pentane solution) was dropwise added, followed by stirring for 1 hour. To the mixture obtained, 12.3 g (1.3-fold equivalent weight) of N,N-dimethylformamide was dropwise added, which was ... Starting materials: Br (HBr), C(C)(=O)C1=CC=C(C(C(=O)OC)=C1)O (methyl 5-acetylsalicylate), C(C)(C)O (isopropanol), CS(=O)C (DMSO), Br (HBr). Run in C(Cl)Cl (methylene chloride). Reaction conditions: temperature 15 celsius. The product is O.COC(C=1C(O)=CC=C(C1)C(C=O)=O)=O (5-Glyoxyloyl-salicylic acid methyl ester hydrate). The yield is 85.0%. Reaction SMILES: [C:1]([C:4]1[CH:13]=[C:8]([C:9]([O:11][CH3:12])=[O:10])[C:7]([OH:14])=[CH:6][CH:5]=1)(=[O:3])[CH3:2].C([OH:18])(C)C.CS(C)=O.Br>C(Cl)Cl>[OH2:3].[CH3:12][O:11][C:9](=[O:10])[C:8]1[C:7](=[CH:6][CH:5]=[C:4]([C:1](=[O:3])[CH:2]=[O:18])[CH:13]=1)[OH:14] |f:5.6|. Procedure details: To a 3-neck flask immersed in an oil bath containing a solution of 40 g (0.206 mole) methyl 5-acetylsalicylate in 6 ml methylene chloride is charged with 82 ml of isopropanol. The solution is distilled to remove excess methylene chloride. When the internal temperature reaches 77° C., 126 ml (1.77 mole or 8.6 equivalents) of DMSO is added to the reaction mixture and the temperature of the mixture is increased to a temperature of 85° to 90° C. Then 33 ml (0.29 mole or 1.4 equivalents) or HBr (aque... Starting materials: C(C1=CC=CC=C1)N(NC(C1=NC(=CC(=C1)N(C)C)OC1=CC(=CC=C1)C(F)(F)F)=O)CC1=CC=CC=C1 (4-dimethylamino-6-[3-(trifluoromethyl)phenoxy] picolinic acid, N',N'-dibenzyl hydrazide), resultant mixture, [H][H] (hydrogen). The reagents and catalysts are [Pd] (palladium/carbon). Solvent: CO (methanol). The product is CN(C1=CC(=NC(=C1)OC1=CC(=CC=C1)C(F)(F)F)C(=O)NN)C (4-dimethylamino-6-[3-(trifluoromethyl)phenoxy] picolinic acid hydrazide). RXN SMILES: C([N:8](CC1C=CC=CC=1)[NH:9][C:10](=[O:31])[C:11]1[CH:16]=[C:15]([N:17]([CH3:19])[CH3:18])[CH:14]=[C:13]([O:20][C:21]2[CH:26]=[CH:25][CH:24]=[C:23]([C:27]([F:30])([F:29])[F:28])[CH:22]=2)[N:12]=1)C1C=CC=CC=1.[H][H]>[Pd].CO>[CH3:18][N:17]([CH3:19])[C:15]1[CH:14]=[C:13]([O:20][C:21]2[CH:26]=[CH:25][CH:24]=[C:23]([C:27]([F:28])([F:29])[F:30])[CH:22]=2)[N:12]=[C:11]([C:10]([NH:9][NH2:8])=[O:31])[CH:16]=1. Procedure details: 4-dimethylamino-6-[3-(trifluoromethyl)phenoxy] picolinic acid, N',N'-dibenzyl hydrazide (0.80 g, 0.00154 mol) was mixed with methanol (about 10 ml), and further with 10% palladium/carbon (0.2 g, 0.00154×0.12 mol) in a hydrogen atmosphere (about 0.5 kg/cm2). The resultant mixture was stirred at a temperature of about 50 to 60° C. for about 3 hours. The obtained reaction solution was filtered and concentrated, thereby obtaining an aimed product.